This data is from the Open Reaction Database (ORD), a public repository of structured organic reaction records. The task is: describe an organic reaction: reactants, conditions, products, and yield Starting materials: Cc1cc(F)ccc1Br, O=C([O-])[O-], C1COCCO1, [Cs+], [Cs+], Cc1cc(C(=O)N2CCOCC2)ccc1C(=O)c1ccc(N)cc1Cl, O=C(C=Cc1ccccc1)C=Cc1ccccc1, O=C(C=Cc1ccccc1)C=Cc1ccccc1, O=C(C=Cc1ccccc1)C=Cc1ccccc1, [Pd], [Pd]. The product is Cc1cc(F)ccc1Nc1ccc(C(=O)c2ccc(C(=O)N3CCOCC3)cc2C)c(Cl)c1. RXN SMILES: [Br:1][c:2]1[c:3]([CH3:9])[cH:4][c:5]([F:8])[cH:6][cH:7]1.[C:35](=[O:36])([O-:37])[O-:38].[CH2:41]1[O:42][CH2:43][CH2:44][O:45][CH2:46]1.[Cs+:39].[Cs+:40].[NH2:10][c:11]1[cH:12][c:13]([Cl:34])[c:14]([C:17](=[O:18])[c:19]2[c:20]([CH3:33])[cH:21][c:22]([C:25](=[O:26])[N:27]3[CH2:28][CH2:29][O:30][CH2:31][CH2:32]3)[cH:23][cH:24]2)[cH:15][cH:16]1.[O:49]=[C:50]([CH:51]=[CH:52][c:53]1[cH:54][cH:55][cH:56][cH:57][cH:58]1)[CH:59]=[CH:60][c:61]1[cH:62][cH:63][cH:64][cH:65][cH:66]1.[O:67]=[C:68]([CH:69]=[CH:70][c:71]1[cH:72][cH:73][cH:74][cH:75][cH:76]1)[CH:77]=[CH:78][c:79]1[cH:80][cH:81][cH:82][cH:83][cH:84]1.[O:85]=[C:86]([CH:87]=[CH:88][c:89]1[cH:90][cH:91][cH:92][cH:93][cH:94]1)[CH:95]=[CH:96][c:97]1[cH:98][cH:99][cH:100][cH:101][cH:102]1.[Pd:47].[Pd:48]>>[c:2]1([NH:10][c:11]2[cH:12][c:13]([Cl:34])[c:14]([C:17](=[O:18])[c:19]3[c:20]([CH3:33])[cH:21][c:22]([C:25](=[O:26])[N:27]4[CH2:28][CH2:29][O:30][CH2:31][CH2:32]4)[cH:23][cH:24]3)[cH:15][cH:16]2)[c:3]([CH3:9])[cH:4][c:5]([F:8])[cH:6][cH:7]1. The reactants are CC1=C(SC=C1)CNC=1SCC(N1)=O (2-[(3-methyl-thiophen-2-ylmethyl)-amino]-thiazol-4-one), C(C)(C)OC1=C(C=NC2=CC=C(N=C12)C=C1C(N=C(S1)NCC=1SC=CC1C)=O)C#N (4-isopropoxy-6-{2-[(3-methyl-thiophen-2-ylmethyl)-amino]-4-oxo-4H-thiazol-5-ylidenemethyl}-[1,5]naphthyridine-3-carbonitrile), O=C1N=C(SC1=CC=1N=C2C=C(C=NC2=CC1)C#N)NCC=1SC=CC1 (6-{4-oxo-2-[(thiophen-2-ylmethyl)-amino]-4H-thiazol-5-ylidenemethyl}-[1,5]naphthyridine-3-carbonitrile). Solvent: CC(=O)O (AcOH). Reaction conditions: temperature 100 celsius. The product is CC1=C(SC=C1)CNC=1SC(C(N1)=O)=CC=1N=C2C=C(C=NC2=CC1)C#N (6-{2-[(3-methyl-thiophen-2-ylmethyl)-amino]-4-oxo-4H-thiazol-5-ylidenemethyl}-[1,5]naphthyridine-3-carbonitrile). The yield is 1.8%. As a reaction SMILES: CC1C=CSC=1CNC1SCC(=O)N=1.C(O[C:19]1[C:28]2[C:23](=[CH:24][CH:25]=[C:26]([CH:29]=[C:30]3[S:34][C:33]([NH:35][CH2:36][C:37]4[S:38][CH:39]=[CH:40][C:41]=4[CH3:42])=[N:32][C:31]3=[O:43])[N:27]=2)[N:22]=[CH:21][C:20]=1[C:44]#[N:45])(C)C.O=C1C(=CC2N=C3C(=CC=2)N=CC(C#N)=C3)SC(NCC2SC=CC=2)=N1>CC(O)=O>[CH3:42][C:41]1[CH:40]=[CH:39][S:38][C:37]=1[CH2:36][NH:35][C:33]1[S:34][C:30](=[CH:29][C:26]2[N:27]=[C:28]3[C:23](=[CH:24][CH:25]=2)[N:22]=[CH:21][C:20]([C:44]#[N:45])=[CH:19]3)[C:31](=[O:43])[N:32]=1. Procedure details: To a mixture of 2-[(3-methyl-thiophen-2-ylmethyl)-amino]-thiazol-4-one (21.7 mg, 0.10 mmol), AcONa (160 mg, 1.95 mmol) (see Example 5), and 6-formyl-[1,5]naphthyridine-3-carbonitrile (22.0 mg, 0.12 mmol) (see Example 11) in a sealed tube was added AcOH (0.3 mL). The reaction mixture was heated to 100° C. (oil bath) for 1.5 hrs. The reaction mixture was then cooled to r.t. and triturated with water. The solid was collected by filtration and washed with water, AcOEt and ether to give 6-{2-[(3-meth... The reactants are COc1cc(Br)ccc1C(C)CO, Cc1cc(B(O)O)ccc1C(C)CO[Si](C)(C)C(C)(C)C, CC(C)(C)[Si](C)(C)Cl. The product is COc1cc(Br)ccc1C(C)CO[Si](C)(C)C(C)(C)C. Reaction SMILES: [Br:22][c:23]1[cH:24][c:25]([O:33][CH3:34])[c:26]([CH:29]([CH2:30][OH:31])[CH3:32])[cH:27][cH:28]1.[C:1]([CH3:2])([CH3:3])([CH3:4])[Si:5]([O:6][CH2:7][CH:8]([c:9]1[cH:10][cH:11][c:12]([B:13]([OH:14])[OH:15])[cH:16][c:17]1[CH3:18])[CH3:19])([CH3:20])[CH3:21].[C:35]([Si:36]([CH3:37])([CH3:38])[Cl:39])([CH3:40])([CH3:41])[CH3:42]>>[C:1]([CH3:2])([CH3:3])([CH3:4])[Si:5]([CH3:20])([CH3:21])[O:31][CH2:30][CH:29]([c:26]1[c:25]([O:33][CH3:34])[cH:24][c:23]([Br:22])[cH:28][cH:27]1)[CH3:32]. Reactants: P(=O)(Cl)(Cl)Cl (Phosphorous oxychloride), CN(C)C=O (DMF), C1(=CC=CC=C1)C(C(=O)OCC)N1N=CC=C1 (ethyl (±)-α-phenyl-1H-pyrazole-1-acetate), CN(C)C=O (DMF). Conditions: temperature 70 celsius, time 0.5 hour. The product is EtOAc hexanes, C(=O)C=1C=NN(C1)C(C(=O)OCC)C1=CC=CC=C1 (Ethyl (±)-4-formyl-α-phenyl-1H-pyrazole-1-acetate). The yield is 89.0%. Reaction SMILES: P(Cl)(Cl)(Cl)=O.[C:6]1([CH:12]([N:18]2[CH:22]=[CH:21][CH:20]=[N:19]2)[C:13]([O:15][CH2:16][CH3:17])=[O:14])[CH:11]=[CH:10][CH:9]=[CH:8][CH:7]=1.CN([CH:26]=[O:27])C>>[CH:26]([C:21]1[CH:20]=[N:19][N:18]([CH:12]([C:6]2[CH:11]=[CH:10][CH:9]=[CH:8][CH:7]=2)[C:13]([O:15][CH2:16][CH3:17])=[O:14])[CH:22]=1)=[O:27]. Procedure: Phosphorous oxychloride (7.0 mL, 75 mmol) was added dropwise to 14 mL DMF at 0° C. under an atmosphere of N2. The resulting solution was stirred for 0.5 hour and then a solution of ethyl (±)-α-phenyl-1H-pyrazole-1-acetate (5.76 g, 25 mmol) in 5 mL DMF was added dropwise. The resulting orange solution was warmed to 70° C. for 16 hours. The reaction mixture was cooled to 0° C. and carefully quenched with saturated Na2CO3 solution. The reaction mixture was partitioned between water and ether and th... The reactants are CCO, COc1ccc(F)cc1C(C)(C)CC1(C(F)(F)F)CO1, CC(N)c1ccccc1. Yields the product COc1ccc(F)cc1C(C)(C)CC(O)(CNC(C)c1ccccc1)C(F)(F)F. RXN SMILES: [CH3:30][CH2:31][OH:32].[F:1][c:2]1[cH:3][cH:4][c:5]([O:19][CH3:20])[c:6]([C:8]([CH2:9][C:10]2([C:13]([F:14])([F:15])[F:16])[O:11][CH2:12]2)([CH3:17])[CH3:18])[cH:7]1.[c:21]1([CH:27]([CH3:28])[NH2:29])[cH:22][cH:23][cH:24][cH:25][cH:26]1>>[F:1][c:2]1[cH:3][cH:4][c:5]([O:19][CH3:20])[c:6]([C:8]([CH2:9][C:10]([OH:11])([CH2:12][NH:29][CH:27]([c:21]2[cH:22][cH:23][cH:24][cH:25][cH:26]2)[CH3:28])[C:13]([F:14])([F:15])[F:16])([CH3:17])[CH3:18])[cH:7]1. The reactants are O1C(C1)C=1C=C2CCC=3C(=NOC3C3=NOC(=C3C(F)(F)F)C3=CC=CC=C3)C2=CC1 (7-(oxiran-2-yl)-3-(5-phenyl-4-(trifluoromethyl)isoxazol-3-yl)-4,5-dihydronaphtho[1,2-c]isoxazole), C1(=CC=CC=C1)C1=NOC(=C1C(F)(F)F)C=1SC2=C(N1)CCC1=CC(=CC=C12)C=C (3-phenyl-4-(trifluoromethyl)-5-(7-vinyl-4,5-dihydronaphtho[2,1-d]thiazol-2-yl)isoxazole). The product is O1C(C1)C=1C=C2CCC=3N=C(SC3C2=CC1)C1=C(C(=NO1)C1=CC=CC=C1)C(F)(F)F (5-(7-(oxiran-2-yl)-4,5-dihydronaphtho[2,1-d]thiazol-2-yl)-3-phenyl-4-(trifluoromethyl)isoxazole). RXN SMILES: [O:1]1CC1C1C=C2C(=CC=1)C1=NOC(C3C(C(F)(F)F)=C(C4C=CC=CC=4)ON=3)=C1CC2.[C:32]1([C:38]2[C:42]([C:43]([F:46])([F:45])[F:44])=[C:41]([C:47]3[S:48][C:49]4[C:59]5[C:54](=[CH:55][C:56]([CH:60]=[CH2:61])=[CH:57][CH:58]=5)[CH2:53][CH2:52][C:50]=4[N:51]=3)[O:40][N:39]=2)[CH:37]=[CH:36][CH:35]=[CH:34][CH:33]=1>>[O:1]1[CH2:61][CH:60]1[C:56]1[CH:55]=[C:54]2[C:59](=[CH:58][CH:57]=1)[C:49]1[S:48][C:47]([C:41]3[O:40][N:39]=[C:38]([C:32]4[CH:33]=[CH:34][CH:35]=[CH:36][CH:37]=4)[C:42]=3[C:43]([F:46])([F:44])[F:45])=[N:51][C:50]=1[CH2:52][CH2:53]2. Procedure: This compound was prepared according to the procedure described for Preparation 13A, employing 100 mgs of 3-phenyl-4-(trifluoromethyl)-5-(7-vinyl-4,5-dihydronaphtho[2,1-d]thiazol-2-yl)isoxazole (82E). Yield: 100 mgs (96%)